From a dataset of the Open Reaction Database (ORD), a public repository of structured organic reaction records. describe an organic reaction: reactants, conditions, products, and yield Starting materials: Oc1cccc(-c2c(Cc3ccccc3)cnc3c(C(F)(F)F)cccc23)c1, Cn1cccc1CO. Yields the product Cn1cccc1COc1cccc(-c2c(Cc3ccccc3)cnc3c(C(F)(F)F)cccc23)c1. Reaction SMILES: [CH2:1]([c:2]1[cH:3][cH:4][cH:5][cH:6][cH:7]1)[c:8]1[cH:9][n:10][c:11]2[c:12]([C:25]([F:26])([F:27])[F:28])[cH:13][cH:14][cH:15][c:16]2[c:17]1-[c:18]1[cH:19][c:20]([OH:24])[cH:21][cH:22][cH:23]1.[CH3:29][n:30]1[c:31]([CH2:35][OH:36])[cH:32][cH:33][cH:34]1>>[CH2:1]([c:2]1[cH:3][cH:4][cH:5][cH:6][cH:7]1)[c:8]1[cH:9][n:10][c:11]2[c:12]([C:25]([F:26])([F:27])[F:28])[cH:13][cH:14][cH:15][c:16]2[c:17]1-[c:18]1[cH:19][c:20]([O:24][CH2:35][c:31]2[n:30]([CH3:29])[cH:34][cH:33][cH:32]2)[cH:21][cH:22][cH:23]1. Starting materials: C[C@H]([C@@H](C1=CC=CC=C1)O)N ((1S,2S)-(+)-Norpseudoephedrine), ClC(Cl)(OC(OC(Cl)(Cl)Cl)=O)Cl (triphosgene). Solvent: C(Cl)Cl (CH2Cl2), C(Cl)Cl (CH2Cl2). Reaction conditions: time 4 hour. Product: C[C@@H]1NC(O[C@H]1C1=CC=CC=C1)=O ((4S,5S)-4-Methyl-5-phenyloxazolidin-2-one). Yield: 224.0%. As a reaction SMILES: [CH3:1][C@@H:2]([NH2:11])[C@H:3]([OH:10])[C:4]1[CH:9]=[CH:8][CH:7]=[CH:6][CH:5]=1.Cl[C:13](Cl)([O:15]C(=O)OC(Cl)(Cl)Cl)Cl>C(Cl)Cl>[CH3:1][C@H:2]1[C@H:3]([C:4]2[CH:5]=[CH:6][CH:7]=[CH:8][CH:9]=2)[O:10][C:13](=[O:15])[NH:11]1. Reported procedure: To a solution of (1S,2S)-(+)-Norpseudoephedrine (2.00 g, 13.2 mmol) in CH2Cl2 (60 mL) was added under argon Et3N (4.61 mL, 33.1 mmol) at 0° C. Then, triphosgene (1.57 g, 5.29 mmol) dissolved in 20 mL of CH2Cl2 was added slowly, and the temperature was allowed to warm from 0° C. to room temperature. The reaction mixture was stirred for 4 hours at room temperature. The reaction mixture was then quenched by addition of aqueous NH4Cl. The organic layers were separated, dried over MgSO4, filtered, an... Reactants: O1CC(C1)N1CCN(CC1)C1=CC=C(C=C1)NC=1C=2N(C=C(N1)C1=CN=CC(=N1)N(C(=O)OC(C)(C)C)C(=O)OC(C)(C)C)C=CN2 (di-tert-butyl {6-[8-({4-[4-(oxetan-3-yl)piperazin-1-yl]phenyl}amino)imidazo[1,2-a]pyrazin-6-yl]pyrazin-2-yl}imidodicarbonate), S(O)(O)(=O)=O (sulfuric acid), C([O-])([O-])=O.[Na+].[Na+] (sodium carbonate), CC(=O)C (acetone). Solvent: O (water), O (water), O (water). Run at temperature 40 celsius, time 4 hour. Product: C(CCC(=O)O)(=O)O.NC1=CN=CC(=N1)C=1N=C(C=2N(C1)C=CN2)NC2=CC=C(C=C2)N2CCN(CC2)C2COC2 (6-(6-Aminopyrazin-2-yl)-N-(4-(4-(oxetan-3-yl)piperazin-1-yl)phenyl)imidazo[1,2-a]pyrazin-8-amine succinate). Reaction SMILES: [O:1]1[CH2:4][CH:3]([N:5]2[CH2:10][CH2:9][N:8]([C:11]3[CH:16]=[CH:15][C:14]([NH:17][C:18]4[C:19]5[N:20]([CH:45]=[CH:46][N:47]=5)[CH:21]=[C:22]([C:24]5[N:29]=[C:28]([N:30](C(OC(C)(C)C)=O)C(OC(C)(C)C)=O)[CH:27]=[N:26][CH:25]=5)[N:23]=4)=[CH:13][CH:12]=3)[CH2:7][CH2:6]2)[CH2:2]1.S(=O)(=O)(O)O.CC(C)=[O:55].[C:57](=[O:60])([O-:59])[O-].[Na+].[Na+]>O>[C:4]([OH:1])(=[O:55])[CH2:3][CH2:2][C:57]([OH:59])=[O:60].[NH2:30][C:28]1[N:29]=[C:24]([C:22]2[N:23]=[C:18]([NH:17][C:14]3[CH:13]=[CH:12][C:11]([N:8]4[CH2:9][CH2:10][N:5]([CH:3]5[CH2:4][O:1][CH2:2]5)[CH2:6][CH2:7]4)=[CH:16][CH:15]=3)[C:19]3[N:20]([CH:45]=[CH:46][N:47]=3)[CH:21]=2)[CH:25]=[N:26][CH:27]=1 |f:3.4.5,7.8|. Procedure: To a slurry of di-tert-butyl {6-[8-({4-[4-(oxetan-3-yl)piperazin-1-yl]phenyl}amino)imidazo[1,2-a]pyrazin-6-yl]pyrazin-2-yl}imidodicarbonate (225 g, 0.35 mol, 1 mol eq.) in water (12 parts) was added a solution of sulfuric acid (3.1 parts, 6.99 mol, 20 mol eq.) in water (5 parts). The reaction was heated to ca. 40° C. and stirred at this temperature for ca. 4 h at which point the reaction is deemed complete. The reaction mixture was cooled to ca. 22° C., acetone (3 parts) was charged and a soluti... Reactants: Cl (hydrochloric acid), BrC1=C2C[C@H]3NC[C@H](C[C@@H]3C=3C=CC=C(N1)C32)NC(N(CC)CC)=O (3-(2-bromo-8α-ergolinyl)-1,1-diethylurea), C(C)B(CC)CC (triethylborane), [OH-].[K+] (potassium hydroxide), N (ammonia). Reagents/catalysts: [Pd](Cl)Cl.C1(=CC=CC=C1)P([C-]1C=CC=C1)C1=CC=CC=C1.[C-]1(C=CC=C1)P(C1=CC=CC=C1)C1=CC=CC=C1.[Fe+2] (1,1'-bis(diphenylphosphino)-ferrocene palladium(II) chloride). Run in C1(=CC=CC=C1)C (toluene). Reaction conditions: time 15 minute. The product is C(C)N(C(=O)N[C@@H]1CN[C@@H]2CC3=C(NC4=CC=CC([C@H]2C1)=C34)CC)CC (1,1-diethyl-3-(2-ethyl-8α-ergolinyl)-urea). As a reaction SMILES: Br[C:2]1[NH:16][C:15]2[C:17]3[C:3]=1[CH2:4][C@@H:5]1[C@@H:10]([C:11]=3[CH:12]=[CH:13][CH:14]=2)[CH2:9][C@H:8]([NH:18][C:19](=[O:25])[N:20]([CH2:23][CH3:24])[CH2:21][CH3:22])[CH2:7][NH:6]1.[CH2:26](B(CC)CC)[CH3:27].[OH-].[K+].Cl.N>C1(C)C=CC=CC=1.[Pd](Cl)Cl.C1(P(C2C=CC=CC=2)[C-]2C=CC=C2)C=CC=CC=1.[C-]1(P(C2C=CC=CC=2)C2C=CC=CC=2)C=CC=C1.[Fe+2]>[CH2:21]([N:20]([CH2:23][CH3:24])[C:19]([NH:18][C@H:8]1[CH2:9][C@H:10]2[C@@H:5]([CH2:4][C:3]3[C:17]4[C:15](=[CH:14][CH:13]=[CH:12][C:11]2=4)[NH:16][C:2]=3[CH2:26][CH3:27])[NH:6][CH2:7]1)=[O:25])[CH3:22] |f:2.3,7.8.9.10|. Procedure details: 1.00 g (2.47 mmol) of 3-(2-bromo-8α-ergolinyl)-1,1-diethylurea is dissolved in 10 ml of toluene, mixed with 90 mg (0.12 mmol) of 1,1'-bis(diphenylphosphino)-ferrocene palladium(II) chloride and stirred for 15 minutes at room temperature. Then 5.5 ml of triethylborane (1M solution in tetrahydrofuran) and 2.5 ml of 4N potassium hydroxide solution are added and the mixture is refluxed for 4 hours. The reaction mixture is acidified with 2N hydrochloric acid, made alkaline with concentrated ammonia a... Starting materials: C(C)(C)(C)OC(=O)N[C@@H](CS)C(=O)N[C@H]([C@@H](CN1[C@@H](CCCC1)C(=O)NC(C)(C)C)O)CC1=CC=CC=C1 (1-[3(S)-[[N-(tert.butoxycarbonyl)-L-cysteinyl]amino]-2(R)-hydroxy-4-phenylbutyl]-N-tert.butyl-2(S)-piperidinecarboxamide). Run in FC(C(=O)O)(F)F (trifluoroacetic acid). Yields the product C(C)(C)(C)NC(=O)[C@H]1N(CCCC1)C[C@H]([C@H](CC1=CC=CC=C1)NC([C@@H](N)CS)=O)O (N-tert.butyl-1-[3(S)-[(L-cysteinyl)amino]-2(R)-hydroxy-4-phenylbutyl]-2(S)-piperidinecarboxamide). Yield: 85.4%. Reaction SMILES: C(OC([NH:8][C@H:9]([C:12]([NH:14][C@@H:15]([CH2:32][C:33]1[CH:38]=[CH:37][CH:36]=[CH:35][CH:34]=1)[C@H:16]([OH:31])[CH2:17][N:18]1[CH2:23][CH2:22][CH2:21][CH2:20][C@H:19]1[C:24]([NH:26][C:27]([CH3:30])([CH3:29])[CH3:28])=[O:25])=[O:13])[CH2:10][SH:11])=O)(C)(C)C>FC(F)(F)C(O)=O>[C:27]([NH:26][C:24]([C@@H:19]1[CH2:20][CH2:21][CH2:22][CH2:23][N:18]1[CH2:17][C@@H:16]([OH:31])[C@@H:15]([NH:14][C:12](=[O:13])[C@H:9]([CH2:10][SH:11])[NH2:8])[CH2:32][C:33]1[CH:38]=[CH:37][CH:36]=[CH:35][CH:34]=1)=[O:25])([CH3:30])([CH3:28])[CH3:29]. Procedure: A solution of 930 mg of 1-[3(S)-[[N-(tert.butoxycarbonyl)-L-cysteinyl]amino]-2(R)-hydroxy-4-phenylbutyl]-N-tert.butyl-2(S)-piperidinecarboxamide in 7 ml of trifluoroacetic acid was stirred at 20° C. for 1 hour. The mixture was then evaporated to dryness and the residue was partitioned between dichloromethane and aqueous sodium bicarbonate solution. The organic phase was evaporated to give 650 mg of N-tert.butyl-1-[3(S)-[(L-cysteinyl)amino]-2(R)-hydroxy-4-phenylbutyl]-2(S)-piperidinecarboxamide a... The reactants are CC(=O)OC(C)=O, O=C(Nc1ccc(C(=O)N2CCCC(=NO)c3ccccc32)cc1)c1ccccc1Cl, c1ccncc1. Product: CC(=O)ON=C1CCCN(C(=O)c2ccc(NC(=O)c3ccccc3Cl)cc2)c2ccccc21. As a reaction SMILES: [CH3:32][C:33](=[O:34])[O:35][C:36](=[O:37])[CH3:38].[OH:1][N:2]=[C:3]1[CH2:4][CH2:5][CH2:6][N:7]([C:14]([c:15]2[cH:16][cH:17][c:18]([NH:21][C:22]([c:23]3[c:24]([Cl:29])[cH:25][cH:26][cH:27][cH:28]3)=[O:30])[cH:19][cH:20]2)=[O:31])[c:8]2[c:9]1[cH:10][cH:11][cH:12][cH:13]2.[cH:39]1[cH:40][cH:41][n:42][cH:43][cH:44]1>>[O:1]([N:2]=[C:3]1[CH2:4][CH2:5][CH2:6][N:7]([C:14]([c:15]2[cH:16][cH:17][c:18]([NH:21][C:22]([c:23]3[c:24]([Cl:29])[cH:25][cH:26][cH:27][cH:28]3)=[O:30])[cH:19][cH:20]2)=[O:31])[c:8]2[c:9]1[cH:10][cH:11][cH:12][cH:13]2)[C:33]([CH3:32])=[O:34]. The reactants are COc1ccc2c(C)cccc2c1C(F)(F)F, CC(=O)OC(C)=O, O, O=[N+]([O-])O. Yields the product COc1ccc2c(C)c([N+](=O)[O-])ccc2c1C(F)(F)F. RXN SMILES: [CH3:12][O:13][c:14]1[c:15]([C:25]([F:26])([F:27])[F:28])[c:16]2[cH:17][cH:18][cH:19][c:20]([CH3:24])[c:21]2[cH:22][cH:23]1.[CH3:1][C:2]([O:3][C:4](=[O:5])[CH3:6])=[O:7].[OH2:29].[OH:8][N+:9]([O-:10])=[O:11]>>[O-:8][N+:9](=[O:11])[c:19]1[cH:18][cH:17][c:16]2[c:15]([C:25]([F:26])([F:27])[F:28])[c:14]([O:13][CH3:12])[cH:23][cH:22][c:21]2[c:20]1[CH3:24].